describe an organic reaction: reactants, conditions, products, and yield From a dataset of the Open Reaction Database (ORD), a public repository of structured organic reaction records. Starting materials: [OH-].[Na+] (Sodium hydroxide), C(C)N1C=C(C(C=2C(CCCC12)=O)=O)C(=O)OCC (ethyl 1-ethyl-4,5-dioxo-1,4,5,6,7,8-hexahydroquinoline-3-carboxylate). Solvent: O (water). Run at temperature 90 celsius, time 2 hour. Yields the product C(C)N1C=C(C(C=2C(CCCC12)=O)=O)C(=O)O (1-ethyl-4,5-dioxo-1,4,5,6,7,8-hexahydroquinoline-3-carboxylic acid). Isolated yield 40.3%. As a reaction SMILES: [OH-].[Na+].[CH2:3]([N:5]1[C:14]2[CH2:13][CH2:12][CH2:11][C:10](=[O:15])[C:9]=2[C:8](=[O:16])[C:7]([C:17]([O:19]CC)=[O:18])=[CH:6]1)[CH3:4]>O>[CH2:3]([N:5]1[C:14]2[CH2:13][CH2:12][CH2:11][C:10](=[O:15])[C:9]=2[C:8](=[O:16])[C:7]([C:17]([OH:19])=[O:18])=[CH:6]1)[CH3:4] |f:0.1|. Reported procedure: Sodium hydroxide (1.6 g) was dissolved in 30 ml of water, and 2 g of ethyl 1-ethyl-4,5-dioxo-1,4,5,6,7,8-hexahydroquinoline-3-carboxylate was added, and the mixture was stirred at 90° C. for 2 hours. The insoluble matter was removed, and the filtrate was adjusted to pH 1 with dilute hydrochloric acid under ice cooling. The crystals that precipitated were collected by filtration to afford 0.72 g of the captioned product. The product had a melting point of 212° to 214° C. (uncorrected). The infrar...